This data is from the Open Reaction Database (ORD), a public repository of structured organic reaction records. The task is: describe an organic reaction: reactants, conditions, products, and yield Starting materials: CCOC(C)=O, CC(=O)Nc1ccccc1Cc1ccc([N+](=O)[O-])cc1. Product: CC(=O)Nc1ccccc1Cc1ccc(N)cc1. Reaction SMILES: [CH3:21][CH2:22][O:23][C:24]([CH3:25])=[O:26].[N+:1]([O-:2])(=[O:3])[c:4]1[cH:5][cH:6][c:7]([CH2:8][c:9]2[c:10]([NH:15][C:16]([CH3:17])=[O:18])[cH:11][cH:12][cH:13][cH:14]2)[cH:19][cH:20]1>>[NH2:1][c:4]1[cH:5][cH:6][c:7]([CH2:8][c:9]2[c:10]([NH:15][C:16]([CH3:17])=[O:18])[cH:11][cH:12][cH:13][cH:14]2)[cH:19][cH:20]1. Reactants: CC[N+](CC)(CC)Cc1ccccc1, CI, [Cl-], ClCCl, N#CCc1c[nH]c2ccc([N+](=O)[O-])cc12, [Na+], [OH-], O. Product: Cn1cc(CC#N)c2cc([N+](=O)[O-])ccc21. As a reaction SMILES: [CH2:22]([N+:23]([CH2:24][CH3:25])([CH2:26][CH3:27])[CH2:28][CH3:29])[c:30]1[cH:31][cH:32][cH:33][cH:34][cH:35]1.[CH3:18][I:19].[Cl-:21].[Cl:36][CH2:37][Cl:38].[N+:1](=[O:2])([O-:3])[c:4]1[cH:5][c:6]2[c:7]([CH2:13][C:14]#[N:15])[cH:8][nH:9][c:10]2[cH:11][cH:12]1.[Na+:17].[OH-:16].[OH2:20]>>[N+:1](=[O:2])([O-:3])[c:4]1[cH:5][c:6]2[c:7]([CH2:13][C:14]#[N:15])[cH:8][n:9]([CH3:18])[c:10]2[cH:11][cH:12]1. Procedure: A solution of sulphuryl chloride (12.7 ml) in dichloromethane (20 ml) was added dropwise to the solution of 2'-acetyl-N-ethylformanilide at 0° and the mixture stirred at 0° for 4 hours. Water (110 ml) was then added whilst maintaining the temperature below 10°. The dichloromethane layer was separated, washed with water (110 ml) and aqueous sodium chloride (6M, 250 ml) and then dried over magnesium sulphate to give a solution of 2'-(2-chloroacetyl)-N-ethylformanilide. Yields the product ClCC(=O)C1=C(N(C=O)CC)C=CC=C1 (2'-(2-chloroacetyl)-N-ethylformanilide). The solvent is ClCCl (dichloromethane). Reaction conditions: time 4 hour. Reaction SMILES: S(Cl)([Cl:4])(=O)=O.[C:6]([C:9]1[CH:19]=[CH:18][CH:17]=[CH:16][C:10]=1[N:11]([CH2:14][CH3:15])[CH:12]=[O:13])(=[O:8])[CH3:7].O>ClCCl>[Cl:4][CH2:7][C:6]([C:9]1[CH:19]=[CH:18][CH:17]=[CH:16][C:10]=1[N:11]([CH2:14][CH3:15])[CH:12]=[O:13])=[O:8]. Reactants: S(=O)(=O)(Cl)Cl (sulphuryl chloride), C(C)(=O)C1=C(N(C=O)CC)C=CC=C1 (2'-acetyl-N-ethylformanilide), O (Water). The reactants are 12.2, O1CCN(CC1)C1=C(C=C(C=C1)C(C(CC(=O)O)C)=O)[N+](=O)[O-] (4(4-morpholino-3-nitrophenyl)-4-oxo-3-methylbutanoic acid), O.NN (hydrazine hydrate). Run in C(C)O (ethanol). The product is O1CCN(CC1)C1=C(C=C(C=C1)C=1C(CC(NN1)=O)C)[N+](=O)[O-] (6-(4-morpholino-3-nitrophenyl)-4,5-dihydro-5-methyl-3(2H)pyridazinone). Reaction SMILES: [O:1]1[CH2:6][CH2:5][N:4]([C:7]2[CH:12]=[CH:11][C:10]([C:13](=O)[CH:14]([CH3:19])[CH2:15][C:16](O)=[O:17])=[CH:9][C:8]=2[N+:21]([O-:23])=[O:22])[CH2:3][CH2:2]1.O.[NH2:25][NH2:26]>C(O)C>[O:1]1[CH2:6][CH2:5][N:4]([C:7]2[CH:12]=[CH:11][C:10]([C:13]3[CH:14]([CH3:19])[CH2:15][C:16](=[O:17])[NH:25][N:26]=3)=[CH:9][C:8]=2[N+:21]([O-:23])=[O:22])[CH2:3][CH2:2]1 |f:1.2|. Procedure: A mixture of 12.2 parts of 4(4-morpholino-3-nitrophenyl)-4-oxo-3-methylbutanoic acid, 3.8 parts of hydrazine hydrate in 50 parts by volume of absolute ethanol is heated at reflux for 4 hours, cooled and filtered. The solid product is collected, washed with hexane and dried at 80° C. under vacuum to give 6-(4-morpholino-3-nitrophenyl)-4,5-dihydro-5-methyl-3(2H)pyridazinone melting at 223°-225° C. Recrystallisation from a mixture of ethanol and dimethylformamide raises the melting point to 225°-22... Starting materials: CN(C=O)c1ccc2c(c1)[nH]c1cc(OCc3ccccc3)ccc12, CO. Yields the product CN(C=O)c1ccc2c(c1)[nH]c1cc(O)ccc12. RXN SMILES: [CH2:1]([c:2]1[cH:3][cH:4][cH:5][cH:6][cH:7]1)[O:8][c:9]1[cH:10][cH:11][c:12]2[c:13]3[cH:14][cH:15][c:16]([N:22]([CH:23]=[O:24])[CH3:25])[cH:17][c:18]3[nH:19][c:20]2[cH:21]1.[CH3:26][OH:27]>>[OH:8][c:9]1[cH:10][cH:11][c:12]2[c:13]3[cH:14][cH:15][c:16]([N:22]([CH:23]=[O:24])[CH3:25])[cH:17][c:18]3[nH:19][c:20]2[cH:21]1. The reactants are C[O-], Cc1c(N2CCC(N3CCCCC3)CC2)ccc([N+](=O)[O-])c1Cl, [Na+], CN(C)C=O, O. Product: COc1c([N+](=O)[O-])ccc(N2CCC(N3CCCCC3)CC2)c1C. RXN SMILES: [CH3:24][O-:25].[Cl:1][c:2]1[c:3]([CH3:23])[c:4]([N:11]2[CH2:12][CH2:13][CH:14]([N:17]3[CH2:18][CH2:19][CH2:20][CH2:21][CH2:22]3)[CH2:15][CH2:16]2)[cH:5][cH:6][c:7]1[N+:8](=[O:9])[O-:10].[Na+:26].[O:28]=[CH:29][N:30]([CH3:31])[CH3:32].[OH2:27]>>[c:2]1([O:25][CH3:24])[c:3]([CH3:23])[c:4]([N:11]2[CH2:12][CH2:13][CH:14]([N:17]3[CH2:18][CH2:19][CH2:20][CH2:21][CH2:22]3)[CH2:15][CH2:16]2)[cH:5][cH:6][c:7]1[N+:8](=[O:9])[O-:10].